From a dataset of the Open Reaction Database (ORD), a public repository of structured organic reaction records. describe an organic reaction: reactants, conditions, products, and yield Starting materials: NC1=C(C(=NS1)C1=CC(=CC=C1)[N+](=O)[O-])C#N (5-amino-3-(3-nitrophenyl)isothiazole-4-carbonitrile), OS(=O)(=O)O (H2SO4), OS(=O)(=O)O (H2SO4), ice water. Reaction conditions: temperature 65 celsius, time 10 minute. Yields the product NC1=C(C(=NS1)C1=CC(=CC=C1)[N+](=O)[O-])C(=O)N (5-Amino-3-(3-nitrophenyl)isothiazole-4-carboxamide). Yield: 86.0%. RXN SMILES: [NH2:1][C:2]1[S:6][N:5]=[C:4]([C:7]2[CH:12]=[CH:11][CH:10]=[C:9]([N+:13]([O-:15])=[O:14])[CH:8]=2)[C:3]=1[C:16]#[N:17].[OH:18]S(O)(=O)=O>>[NH2:1][C:2]1[S:6][N:5]=[C:4]([C:7]2[CH:12]=[CH:11][CH:10]=[C:9]([N+:13]([O-:15])=[O:14])[CH:8]=2)[C:3]=1[C:16]([NH2:17])=[O:18]. Procedure: A mixture of 5-amino-3-(3-nitrophenyl)isothiazole-4-carbonitrile (500 mg, 2.03 mmol) in 5 mL conc. H2SO4 was heated at 65° C. After 4 hours the mixture was slowly added to 75 mL ice water (including an additional reaction run on 0.50 mmol scale in 1.5 mL conc. H2SO4). The mixture was stirred for 10 min, and then the precipitate filtered and rinsed with water and 10% EtOAc/hexane to give the title compound as a light beige solid (572 mg, 86% combined yield).